Task: describe an organic reaction: reactants, conditions, products, and yield. Dataset: the Open Reaction Database (ORD), a public repository of structured organic reaction records Reactants: [Cl-].[Al+3].[Cl-].[Cl-] (aluminum chloride), C1(=CC=CC=C1)C(C1=CC=CC=C1)OC(=S)C1=C(CS[C@H]2N1C([C@H]2NC(\C(=N/OC(C2=CC=CC=C2)(C2=CC=CC=C2)C2=CC=CC=C2)\C=2N=C(SC2)NC(=O)OC(C)(C)C)=O)=O)CSC=2N(N=NC2)C (7β-[(Z)-2-(2-t-butoxycarbonylaminothiazol-4-yl)-2-trityloxyiminoacetamido]-3-(3-methyl-1,2,3-triazol-4-yl) thiomethylthio-3-cephem-4-carboxylic acid diphenylmethyl ester). Run in C1(=CC=CC=C1)OC (anisole), C1(=CC=CC=C1)OC (anisole), [N+](=O)([O-])C (nitromethane), Cl (hydrochloric acid), O (water). Conditions: time 1 hour. Yields the product NC=1SC=C(N1)/C(/C(=O)N[C@H]1[C@@H]2N(C(=C(CS2)CSC=2N(N=NC2)C)C(=S)O)C1=O)=N/O (7β-[(Z)-2-(2-aminothiazol-4-yl)-2-hydroxyiminoacetamido]-3-(3-methyl-1,2,3-triazol-4-yl)thiomethylthio-3-cephem-4-carboxylic acid). The yield is 82.2%. Reaction SMILES: C1(C([O:14][C:15]([C:17]2[N:22]3[C:23](=[O:63])[C@@H:24]([NH:25][C:26](=[O:62])/[C:27](/[C:49]4[N:50]=[C:51]([NH:54]C(OC(C)(C)C)=O)[S:52][CH:53]=4)=[N:28]\[O:29]C(C4C=CC=CC=4)(C4C=CC=CC=4)C4C=CC=CC=4)[C@H:21]3[S:20][CH2:19][C:18]=2[CH2:64][S:65][C:66]2[N:67]([CH3:71])[N:68]=[N:69][CH:70]=2)=[S:16])C2C=CC=CC=2)C=CC=CC=1.[Cl-].[Al+3].[Cl-].[Cl-]>C1(OC)C=CC=CC=1.[N+](C)([O-])=O.Cl.O>[NH2:54][C:51]1[S:52][CH:53]=[C:49](/[C:27](=[N:28]/[OH:29])/[C:26]([NH:25][C@@H:24]2[C:23](=[O:63])[N:22]3[C:17]([C:15]([OH:14])=[S:16])=[C:18]([CH2:64][S:65][C:66]4[N:67]([CH3:71])[N:68]=[N:69][CH:70]=4)[CH2:19][S:20][C@H:21]23)=[O:62])[N:50]=1 |f:1.2.3.4|. Procedure details: To a solution of 7β-[(Z)-2-(2-t-butoxycarbonylaminothiazol-4-yl)-2-trityloxyiminoacetamido]-3-(3-methyl-1,2,3-triazol-4-yl) thiomethylthio-3-cephem-4-carboxylic acid diphenylmethyl ester (900 mg: 0.869 mMol.) in a mixture of anisole (4 ml) and nitromethane (16 ml) is added a solution of aluminum chloride (924 mg: 6.95 mMol.) in anisole (2 ml) at -40° C., and the mixture is stirred for 1 hour at -40°--30° C. The reaction mixture is diluted with 1N-hydrochloric acid (7 ml) and water and washed wit... Reactants: NC1=NNC(=N1)C (3-Amino-5-methyl-1H-s-triazole), O=C(CC(=O)OC)CCC(=O)OC (dimethyl 3-oxo-adipate). Conditions: temperature 160 celsius, time 1 hour. Yields the product CC1=NN2C(NC(=CC2=O)CCC(=O)OC)=N1 (methyl 4,7-dihydro-2-methyl-7-oxo-s-triazolo[1,5-a]pyrimidine-5-propionate). Isolated yield 70.6%. Reaction SMILES: [NH2:1][C:2]1[N:6]=[C:5]([CH3:7])[NH:4][N:3]=1.O=[C:9]([CH2:15][CH2:16][C:17](OC)=[O:18])[CH2:10][C:11]([O:13][CH3:14])=[O:12]>>[CH3:7][C:5]1[N:6]=[C:2]2[NH:1][C:15]([CH2:9][CH2:10][C:11]([O:13][CH3:14])=[O:12])=[CH:16][C:17](=[O:18])[N:3]2[N:4]=1. Procedure details: 3-Amino-5-methyl-1H-s-triazole (19.8 g) (about 0.12 mol) (about 70%) and 30 g (0.16 mol) of dimethyl 3-oxo-adipate are melted together while gassing with argon for 1 hour in a bath heated at 160° C. In so doing, the volatile products are removed in a water-jet vacuum. After cooling the solid residue is dissolved in dichloromethane/methanol (1:1 v/v). The turbid yellowish solution is filtered and concentrated. The crystals which thereby result are filtered off under suction and washed with ethano... Starting materials: CCOC(=O)C1(NC(=O)c2cc(CO)cc(C)c2OC2CCC2)Cc2ccccc2C1, CCO, [K+], [OH-], O. The product is Cc1cc(CO)cc(C(=O)NC2(C(=O)O)Cc3ccccc3C2)c1OC1CCC1. RXN SMILES: [CH2:1]([CH3:2])[O:3][C:4](=[O:5])[C:6]1([NH:15][C:16]([c:17]2[c:18]([O:26][CH:27]3[CH2:28][CH2:29][CH2:30]3)[c:19]([CH3:25])[cH:20][c:21]([CH2:23][OH:24])[cH:22]2)=[O:31])[CH2:7][c:8]2[cH:9][cH:10][cH:11][cH:12][c:13]2[CH2:14]1.[CH3:35][CH2:36][OH:37].[K+:33].[OH-:32].[OH2:34]>>[O:3]=[C:4]([OH:5])[C:6]1([NH:15][C:16]([c:17]2[c:18]([O:26][CH:27]3[CH2:28][CH2:29][CH2:30]3)[c:19]([CH3:25])[cH:20][c:21]([CH2:23][OH:24])[cH:22]2)=[O:31])[CH2:7][c:8]2[cH:9][cH:10][cH:11][cH:12][c:13]2[CH2:14]1. Reactants: Cl.CN(CCCN=C=NCC)C (N-(3-dimethylaminopropyl)-N′-ethylcarbodiimide hydrochloride), C(C)(C)N(C(C)C)CC (N,N-diisopropylethylamine), O=C1CSC2=C(N1)C=C(C=C2)C(=O)O (3-Oxo-3,4-dihydro-2H-benzo[1,4]thiazine-6-carboxylic acid), C(C)(C)(C)OC(=O)N1CCC(CC1)N (4-amino-piperidine-1-carboxylic acid tert-butyl ester), ON1N=NC2=C1C=CC=C2 (1-hydroxybenzotriazole). Run in CN(C=O)C (N,N-dimethylformamide). Conditions: time 15 hour. Product: C(C)(C)(C)OC(=O)N1CCC(CC1)NC(=O)C=1C=CC2=C(NC(CS2)=O)C1 (4-[(3-oxo-3,4-dihydro-2H-benzo[1,4]thiazine-6-carbonyl)-amino]-piperidine-1-carboxylic acid tert-butyl ester). Yield: 64.7%. Reaction SMILES: [O:1]=[C:2]1[NH:7][C:6]2[CH:8]=[C:9]([C:12]([OH:14])=O)[CH:10]=[CH:11][C:5]=2[S:4][CH2:3]1.[C:15]([O:19][C:20]([N:22]1[CH2:27][CH2:26][CH:25]([NH2:28])[CH2:24][CH2:23]1)=[O:21])([CH3:18])([CH3:17])[CH3:16].ON1C2C=CC=CC=2N=N1.Cl.CN(C)CCCN=C=NCC.C(N(CC)C(C)C)(C)C>CN(C)C=O>[C:15]([O:19][C:20]([N:22]1[CH2:27][CH2:26][CH:25]([NH:28][C:12]([C:9]2[CH:10]=[CH:11][C:5]3[S:4][CH2:3][C:2](=[O:1])[NH:7][C:6]=3[CH:8]=2)=[O:14])[CH2:24][CH2:23]1)=[O:21])([CH3:18])([CH3:16])[CH3:17] |f:3.4|. Procedure: 3-Oxo-3,4-dihydro-2H-benzo[1,4]thiazine-6-carboxylic acid (556 mg, 2.45 mmol, 1.0 eq) is added at room temperature to a stirred solution of 4-amino-piperidine-1-carboxylic acid tert-butyl ester (500 mg, 2.45 mmol, 1.0 eq) in N,N-dimethylformamide (20 mL), followed by 1-hydroxybenzotriazole (421 mg, 2.69 mmol, 1.1 eq), N-(3-dimethylaminopropyl)-N′-ethylcarbodiimide hydrochloride (550 mg, 2.81 mmol, 1.15 eq) and N,N-diisopropylethylamine (962 μL, 5.50 mmol, 2.25 eq). After 15 hours stirring at roo...